This data is from the Open Reaction Database (ORD), a public repository of structured organic reaction records. The task is: describe an organic reaction: reactants, conditions, products, and yield Reactants: C(C(C)(C)C)(=O)OCC(O)COC(C(C)(C)C)=O (1,3-dipivaloyl glycerol), C(C)(=O)OCOC (methoxymethyl acetate), O.C1(=CC=C(C=C1)S(=O)(=O)O)C (p-toluenesulfonic acid monohydrate). Run in CCCCCC (hexane). Run at time 1 hour. Yields the product C(C(C)(C)C)(=O)OCC(OCOC)COC(C(C)(C)C)=O (1,3-dipivaloyl-2-methoxymethyl glycerol). As a reaction SMILES: [C:1]([O:7][CH2:8][CH:9]([CH2:11][O:12][C:13](=[O:18])[C:14]([CH3:17])([CH3:16])[CH3:15])[OH:10])(=[O:6])[C:2]([CH3:5])([CH3:4])[CH3:3].O.C1(C)C=CC(S(O)(=O)=O)=CC=1.[C:31]([O:34][CH2:35]OC)(=O)C>CCCCCC>[C:1]([O:7][CH2:8][CH:9]([CH2:11][O:12][C:13](=[O:18])[C:14]([CH3:17])([CH3:16])[CH3:15])[O:10][CH2:31][O:34][CH3:35])(=[O:6])[C:2]([CH3:5])([CH3:4])[CH3:3] |f:1.2|. Procedure: 50.45 g of 1,3-dipivaloyl glycerol was dissolved in 200 ml of methoxymethyl acetate. After the addition of 2.5 g of p-toluenesulfonic acid monohydrate, the mixture was stirred for 1 hr then diluted with 200 ml of hexane and washed twice with 200 ml saturated aqueous sodium carbonate, once with aqueous NaCl solutions, dried over anhydrous magnesium sulfate and concentrated in vacuo to afford 1,3-dipivaloyl-2-methoxymethyl glycerol as a colorless oil. Reactants: BrCCCOC1=CC=C(C=C1)C(C)=O (p-(3-Bromopropoxy)acetophenone), C1(C=2C(C(N1)=O)=CC=CC2)=O.[K] (potassium phthalimide), O (water). Run in CN(C=O)C (N,N-dimethylformamide). Reaction conditions: temperature 70 celsius, time 2.5 hour. The product is C1(C=2C(C(N1CCCOC1=CC=C(C=C1)C(C)=O)=O)=CC=CC2)=O (p-(3-phthalimidopropoxy)acetophenone). Yield: 89.0%. As a reaction SMILES: Br[CH2:2][CH2:3][CH2:4][O:5][C:6]1[CH:11]=[CH:10][C:9]([C:12](=[O:14])[CH3:13])=[CH:8][CH:7]=1.[C:15]1(=[O:25])[NH:19][C:18](=[O:20])[C:17]2=[CH:21][CH:22]=[CH:23][CH:24]=[C:16]12.[K].O>CN(C)C=O>[C:15]1(=[O:25])[N:19]([CH2:2][CH2:3][CH2:4][O:5][C:6]2[CH:11]=[CH:10][C:9]([C:12](=[O:14])[CH3:13])=[CH:8][CH:7]=2)[C:18](=[O:20])[C:17]2=[CH:21][CH:22]=[CH:23][CH:24]=[C:16]12 |f:1.2,^1:25|. Procedure: p-(3-Bromopropoxy)acetophenone (5.14 g.) and potassium phthalimide (3.75 g.) were dissolved in anhydrous N,N-dimethylformamide (50 ml.), and the solution was stirred at 70° C. for 2.5 hours. After the reaction mixture was allowed to cool, water (300 ml.) was poured thereto. The aqueous solution was extracted three times with ethyl acetate, and the extract was washed with ethyl acetate and then dried over magnesium sulfate. The ethyl acetate was removed by evaporation from the solution under redu... Starting materials: II (iodine), [I-].[K+] (potassium iodide), N1C=CC2=CC=CC=C12 (indole), N1C(=NCCC1)S (1,4,5,6-tetrahydro-2- pyrimidinethiol). Reported procedure: A mixture of 11.7 g indole in 50 ml methanol and 11.6 g 1,4,5,6-tetrahydro-2- pyrimidinethiol in 100 ml methanol is added to a well-stirred solution of 25.4 g iodine and 50 g potassium iodide in 100 ml water. The mixture is stirred for 12 hours at room temperature and cooled. The crystalline product is filtered off. The filtrate is concentrated to one third of the original volume, and cooled to yield more of the resulting product. The combined product is recrystallised from alcohol to give 3-(1,... Reaction SMILES: [NH:1]1[C:9]2[C:4](=[CH:5][CH:6]=[CH:7][CH:8]=2)[CH:3]=[CH:2]1.[NH:10]1[CH2:15][CH2:14][CH2:13][N:12]=[C:11]1[SH:16].[I:17]I.[I-].[K+]>CO.O>[IH:17].[NH:12]1[CH2:13][CH2:14][CH2:15][N:10]=[C:11]1[S:16][C:3]1[C:4]2[C:9](=[CH:8][CH:7]=[CH:6][CH:5]=2)[NH:1][CH:2]=1 |f:3.4,7.8|. Yields the product I.N1C(=NCCC1)SC1=CNC2=CC=CC=C12 (3-(1,4,5,6-tetrahydro-2-pyrimidinylthio)-indole hydriodide). Run in O (water), CO (methanol), CO (methanol). Run at time 12 hour. Reactants: CN1[C@@H](CCC1=O)C2=CN=CC=C2 ((-)-cotinine), C(C)(C)C1=C(C(=CC=C1)C(C)C)N=C=O (2,6-diisopropylphenyl isocyanate), C(C)(C)[N-]C(C)C.[Li+] (lithium diisopropylamide). The product is CC(C)C1=C(C(=CC=C1)C(C)C)NC(=O)C1C(N(C(C1)C=1C=NC=CC1)C)=O (N-[2,6-bis(1-methylethyl)phenyl]-1-methyl-2-oxo-5-(3-pyridinyl)-3-pyrrolidinylcarboxamide). As a reaction SMILES: [CH3:1][N:2]1[C:6](=[O:7])[CH2:5][CH2:4][C@H:3]1[C:8]1[CH:13]=[CH:12][CH:11]=[N:10][CH:9]=1.[CH:14]([C:17]1[CH:22]=[CH:21][CH:20]=[C:19]([CH:23]([CH3:25])[CH3:24])[C:18]=1[N:26]=[C:27]=[O:28])([CH3:16])[CH3:15].C([N-]C(C)C)(C)C.[Li+]>>[CH3:16][CH:14]([C:17]1[CH:22]=[CH:21][CH:20]=[C:19]([CH:23]([CH3:24])[CH3:25])[C:18]=1[NH:26][C:27]([CH:5]1[CH2:4][CH:3]([C:8]2[CH:9]=[N:10][CH:11]=[CH:12][CH:13]=2)[N:2]([CH3:1])[C:6]1=[O:7])=[O:28])[CH3:15] |f:2.3|. Procedure: The title compound was prepared from (-)-cotinine (5.0 g, 0.028 mol), 2,6-diisopropylphenyl isocyanate (5.69 g, 0.028 mol) and lithium diisopropylamide (0.028 mol) using the procedure described in Example 1.